From a dataset of the Open Reaction Database (ORD), a public repository of structured organic reaction records. describe an organic reaction: reactants, conditions, products, and yield Reactants: OC1[C@H](O)[C@@H](O)[C@H](O[C@H]2[C@H](O)[C@@H](O)[C@@H](O)[C@H](O2)CO)[C@H](O1)CO (lactose), Cl (hydrochloric acid), BrBr (bromine). Solvent: O (water). Conditions: temperature 35 celsius. Yields the product O=C[C@H](O)[C@@H](O)[C@@H](O)[C@H](O)CO (D-galactose). Reaction SMILES: [OH:1][CH:2]1[O:21][C@H:20]([CH2:22][OH:23])[C@@H:7]([O:8][C@@H]2O[C@H](CO)[C@H](O)[C@H](O)[C@H]2O)[C@H:5]([OH:6])[C@H:3]1[OH:4].Cl.BrBr>O>[O:1]=[CH:2][C@@H:3]([C@H:5]([C@H:7]([C@@H:20]([CH2:22][OH:23])[OH:21])[OH:8])[OH:6])[OH:4]. Reported procedure: To a solution of 50 g whey lactose in 150 ml of water there is added 1 ml of concentrated hydrochloric acid and 1/2 g of bromine. The mixture is heated to about 35° C. on a water bath. After a reaction period of about 1 hour under stirring, the solution becomes completely clear. The D-galactose is separated by evaporation in vacuo and is precipitated in the form of white crystals. Starting materials: COC(=O)C1Cc2ccccc2N1C(=O)c1cc(OC)c(OCc2ccccc2)cc1[N+](=O)[O-], Cc1ccccc1, ClCCl. Yields the product COc1cc(C(=O)N2c3ccccc3CC2C=O)c([N+](=O)[O-])cc1OCc1ccccc1. RXN SMILES: [CH3:1][O:2][C:3](=[O:4])[CH:5]1[N:6]([C:14]([c:15]2[c:16]([N+:31](=[O:32])[O-:33])[cH:17][c:18]([O:23][CH2:24][c:25]3[cH:26][cH:27][cH:28][cH:29][cH:30]3)[c:19]([O:21][CH3:22])[cH:20]2)=[O:34])[c:7]2[cH:8][cH:9][cH:10][cH:11][c:12]2[CH2:13]1.[CH3:38][c:39]1[cH:40][cH:41][cH:42][cH:43][cH:44]1.[Cl:35][CH2:36][Cl:37]>>[O:2]=[CH:3][CH:5]1[N:6]([C:14]([c:15]2[c:16]([N+:31](=[O:32])[O-:33])[cH:17][c:18]([O:23][CH2:24][c:25]3[cH:26][cH:27][cH:28][cH:29][cH:30]3)[c:19]([O:21][CH3:22])[cH:20]2)=[O:34])[c:7]2[cH:8][cH:9][cH:10][cH:11][c:12]2[CH2:13]1. Starting materials: CC(C)N1C=2C=CC=CC2C(=C1/C=C/C(CC(CC(=O)[O-])O)O)C=3C=CC(=CC3)F.[Na+] (fluvastatin sodium). Run in C(C)(=O)OCC (ethyl acetate). Yields the product CC(C)N1C2=CC=CC=C2C(=C1/C=C\[C@H](C[C@H](CC(=O)O)O)O)C3=CC=C(C=C3)F (fluvastatin acid). Yield: 87.5%. RXN SMILES: [CH3:1][CH:2]([N:4]1[C:12](/[CH:13]=[CH:14]/[CH:15]([OH:23])[CH2:16][CH:17]([OH:22])[CH2:18][C:19]([O-:21])=[O:20])=[C:11]([C:24]2[CH:25]=[CH:26][C:27]([F:30])=[CH:28][CH:29]=2)[C:10]2[CH:9]=[CH:8][CH:7]=[CH:6][C:5]1=2)[CH3:3].[Na+]>C(OCC)(=O)C>[CH3:3][CH:2]([N:4]1[C:12](/[CH:13]=[CH:14]\[C@@H:15]([OH:23])[CH2:16][C@@H:17]([OH:22])[CH2:18][C:19]([OH:21])=[O:20])=[C:11]([C:24]2[CH:25]=[CH:26][C:27]([F:30])=[CH:28][CH:29]=2)[C:10]2[C:5]1=[CH:6][CH:7]=[CH:8][CH:9]=2)[CH3:1] |f:0.1|. Reported procedure: 7.0 g (16 mmole) of fluvastatin sodium was dissolved in 300 mL ethyl acetate and washed with 300 mL 10% (w/v) aqueous sodium hydrogen sulfate solution (pH 3). The organic phase was dried over anhydrous magnesium sulfate, filtered and the solvent removed under reduced pressure to afford 5.76 g (14.0 mmole) of fluvastatin acid. This material was dissolved in 300 mL anhydrous toluene and stirred at room temperature for 7 days, at which time analytical thin-layer chromatography using 5:1 methylene c...